From a dataset of the Open Reaction Database (ORD), a public repository of structured organic reaction records. describe an organic reaction: reactants, conditions, products, and yield Starting materials: O (water), ClC1=NC(=NC(=N1)C)N(CC1=CC=C(C=C1)OC)CC1=CC=C(C=C1)OC (4-chloro-N,N-bis(4-methoxybenzyl)-6-methyl-1,3,5-triazin-2-amine), FC1=NC=C(C=C1B(O)O)CN1CCOCC1 (2-fluoro-5-(morpholinomethyl)pyridin-3-ylboronic acid), C(C)(=O)[O-].[K+] (potassium acetate). Run in O1CCOCC1 (dioxane), C([O-])(O)=O.[Na+] (sodium bicarbonate). Reaction conditions: time 30 minute. The product is FC1=NC=C(C=C1C1=NC(=NC(=N1)C)N(CC1=CC=C(C=C1)OC)CC1=CC=C(C=C1)OC)CN1CCOCC1 (4-(2-fluoro-5-(morpholinomethyl)pyridin-3-yl)-N,N-bis(4-methoxybenzyl)-6-methyl-1,3,5-triazin-2-amine). The yield is 23.0%. RXN SMILES: Cl[C:2]1[N:7]=[C:6]([CH3:8])[N:5]=[C:4]([N:9]([CH2:19][C:20]2[CH:25]=[CH:24][C:23]([O:26][CH3:27])=[CH:22][CH:21]=2)[CH2:10][C:11]2[CH:16]=[CH:15][C:14]([O:17][CH3:18])=[CH:13][CH:12]=2)[N:3]=1.[F:28][C:29]1[C:34](B(O)O)=[CH:33][C:32]([CH2:38][N:39]2[CH2:44][CH2:43][O:42][CH2:41][CH2:40]2)=[CH:31][N:30]=1.C([O-])(=O)C.[K+].O>O1CCOCC1.C(=O)(O)[O-].[Na+]>[F:28][C:29]1[C:34]([C:2]2[N:7]=[C:6]([CH3:8])[N:5]=[C:4]([N:9]([CH2:19][C:20]3[CH:25]=[CH:24][C:23]([O:26][CH3:27])=[CH:22][CH:21]=3)[CH2:10][C:11]3[CH:16]=[CH:15][C:14]([O:17][CH3:18])=[CH:13][CH:12]=3)[N:3]=2)=[CH:33][C:32]([CH2:38][N:39]2[CH2:44][CH2:43][O:42][CH2:41][CH2:40]2)=[CH:31][N:30]=1 |f:2.3,6.7|. Reported procedure: A mixture of 4-chloro-N,N-bis(4-methoxybenzyl)-6-methyl-1,3,5-triazin-2-amine (8.82 g, 22.91 mmol), 2-fluoro-5-(morpholinomethyl)pyridin-3-ylboronic acid (5.000 g, 20.83 mmol), potassium acetate (6.28 g, 63.9 mmol), and Am-Phos (1.036 g, 1.666 mmol) in dioxane (40 mL) and water (3.00 mL, 167 mmol) was heated in a CEM Voyager Microwave (Large-Scale Unit) for 25 min at 120° C. while 100 Watts of energy was supplied via Powermax (Simultaneous heating while cooling technology). The reaction mixture ...